This data is from the Open Reaction Database (ORD), a public repository of structured organic reaction records. The task is: describe an organic reaction: reactants, conditions, products, and yield Reactants: COC(=O)C(CC1CCCC1)c1ccc(C#CCC(C)O)cc1, [Li+], C1CCOC1, [OH-], O. Product: CC(O)CC#Cc1ccc(C(CC2CCCC2)C(=O)O)cc1. RXN SMILES: [CH3:1][O:2][C:3]([CH:4]([CH2:5][CH:6]1[CH2:7][CH2:8][CH2:9][CH2:10]1)[c:11]1[cH:12][cH:13][c:14]([C:17]#[C:18][CH2:19][CH:20]([CH3:21])[OH:22])[cH:15][cH:16]1)=[O:23].[Li+:24].[O:26]1[CH2:27][CH2:28][CH2:29][CH2:30]1.[OH-:25].[OH2:31]>>[O:2]=[C:3]([CH:4]([CH2:5][CH:6]1[CH2:7][CH2:8][CH2:9][CH2:10]1)[c:11]1[cH:12][cH:13][c:14]([C:17]#[C:18][CH2:19][CH:20]([CH3:21])[OH:22])[cH:15][cH:16]1)[OH:23].